From a dataset of the Open Reaction Database (ORD), a public repository of structured organic reaction records. describe an organic reaction: reactants, conditions, products, and yield Starting materials: O=C1C(O)=C([O-])[C@H](O1)[C@@H](O)CO (Ascorbate), CN(CC#C)CC=1C=CC=CC1 (pargyline), O=C[C@H](O)[C@@H](O)[C@H](O)[C@H](O)CO (glucose). Yields the product NCCC=1CC(O)C(O)=CC1 (3H-Dopamine). RXN SMILES: O=[C:2]1O[C@H:7]([C@H:9]([CH2:11][OH:12])[OH:10])[C:5]([O-])=[C:3]1O.C[N:14](CC1C=CC=CC=1)[CH2:15][C:16]#C.O=C[C@@H]([C@H]([C@@H]([C@@H](CO)O)O)O)O>>[NH2:14][CH2:15][CH2:16][C:5]1[CH2:7][CH:9]([C:11](=[CH:2][CH:3]=1)[OH:12])[OH:10]. Reported procedure: 3H-DA was obtained from NEN (Boston, Mass.). Ascorbate, pargyline, BZT, and glucose were obtained from Sigma (St. Louis, Mo.). The ultimagold scintillation fluid was purchased from Packard (Sterling, Va.). Starting materials: C=Cc1cncc(OC(C)(C)C)n1, CC(C)(C)O, [Na+], [Na+], O, O=S([O-])[O-]. Product: CC(C)(C)Oc1cncc(C=O)n1. RXN SMILES: [C:1]([CH3:2])([CH3:3])([CH3:4])[O:5][c:6]1[n:7][c:8]([CH:12]=[CH2:13])[cH:9][n:10][cH:11]1.[CH3:21][C:22]([OH:23])([CH3:24])[CH3:25].[Na+:18].[Na+:19].[OH2:20].[S:14](=[O:15])([O-:16])[O-:17]>>[C:1]([CH3:2])([CH3:3])([CH3:4])[O:5][c:6]1[n:7][c:8]([CH:12]=[O:15])[cH:9][n:10][cH:11]1. The reactants are CN1C(=C(C2=CC=CC=C12)CC(C)C)C(=O)N([C@@H](C)C(=O)NC(CC(=O)OC(C)(C)C)C(COC1=CC(=NN1C1=CC=CC=C1)C(F)(F)F)=O)C1CCCCC1 (N-[(1-methyl-3-isobutyl-indole-2-carbonyl)cyclohexylalaninyl]-3-amino-4-oxo-5-[1-phenyl3-(trifluoromethyl)pyrazol-5-yloxy]-pentanoic acid, tert-butyl ester), C(=O)(C(F)(F)F)O (TFA). The product is CN1C(=C(C2=CC=CC=C12)CC(C)C)C(=O)N([C@@H](C)C(=O)NC(CC(=O)O)C(COC1=CC(=NN1C1=CC=CC=C1)C(F)(F)F)=O)C1CCCCC1 (N-[(1-methyl-3-isobutyl-indole-2-carbonyl)cyclohexylalaninyl]-3-amino-4-oxo-5-[1-phenyl-3-(trifluoromethyl)pyrazol-5-yloxy]-pentanoic acid). Isolated yield 47.9%. Reaction SMILES: [CH3:1][N:2]1[C:10]2[C:5](=[CH:6][CH:7]=[CH:8][CH:9]=2)[C:4]([CH2:11][CH:12]([CH3:14])[CH3:13])=[C:3]1[C:15]([N:17]([CH:51]1[CH2:56][CH2:55][CH2:54][CH2:53][CH2:52]1)[C@H:18]([C:20]([NH:22][CH:23]([C:32](=[O:50])[CH2:33][O:34][C:35]1[N:39]([C:40]2[CH:45]=[CH:44][CH:43]=[CH:42][CH:41]=2)[N:38]=[C:37]([C:46]([F:49])([F:48])[F:47])[CH:36]=1)[CH2:24][C:25]([O:27]C(C)(C)C)=[O:26])=[O:21])[CH3:19])=[O:16].C(O)(C(F)(F)F)=O>>[CH3:1][N:2]1[C:10]2[C:5](=[CH:6][CH:7]=[CH:8][CH:9]=2)[C:4]([CH2:11][CH:12]([CH3:14])[CH3:13])=[C:3]1[C:15]([N:17]([CH:51]1[CH2:52][CH2:53][CH2:54][CH2:55][CH2:56]1)[C@H:18]([C:20]([NH:22][CH:23]([C:32](=[O:50])[CH2:33][O:34][C:35]1[N:39]([C:40]2[CH:41]=[CH:42][CH:43]=[CH:44][CH:45]=2)[N:38]=[C:37]([C:46]([F:49])([F:48])[F:47])[CH:36]=1)[CH2:24][C:25]([OH:27])=[O:26])=[O:21])[CH3:19])=[O:16]. Procedure details: Treatment of N-[(1-methyl-3-isobutyl-indole-2-carbonyl)cyclohexylalaninyl]-3-amino-4-oxo-5-[1-phenyl3-(trifluoromethyl)pyrazol-5-yloxy]-pentanoic acid, tert-butyl ester (55 mg, 0.071 mmol) with TFA as described in Example 80 gave the titled product (24.6 mg, 48%) as a white powder. MS C38H44F4N5O6, [M+H]+ =746, [M−H]− =722. TLC (CH2Cl2/MeOH, 90/10): Rf=0.26. Starting materials: [H-].[Na+] (sodium hydride), OCCC=1N(C=CN1)CCCC1=CC=C(C=C1)O (4-[3-[2-(hydroxyethyl)-1H-imidazol-1-yl]propyl]phenol), FC(C1=CC=C(C=C1)/C=C/C=1OC=C(N1)CCl)(F)F ([2-[(E)-2-(4-trifluoromethylphenyl)ethenyl]oxazol-4-yl]methyl chloride). Product: FC(C1=CC=C(C=C1)/C=C/C=1OC=C(N1)COC1=CC=C(C=C1)CCCN1C(=NC=C1)CCO)(F)F (2-[1-[3-[4-[2-[ (E)-2-(4-trifluoromethylphenyl)ethenyl]oxazol-4-yl]methoxyphenyl]propyl]-1H-imidazol-2-yl]-1-ethanol). Isolated yield 66.4%. Reaction SMILES: [H-].[Na+].[OH:3][CH2:4][CH2:5][C:6]1[N:7]([CH2:11][CH2:12][CH2:13][C:14]2[CH:19]=[CH:18][C:17]([OH:20])=[CH:16][CH:15]=2)[CH:8]=[CH:9][N:10]=1.[F:21][C:22]([F:39])([F:38])[C:23]1[CH:28]=[CH:27][C:26](/[CH:29]=[CH:30]/[C:31]2[O:32][CH:33]=[C:34]([CH2:36]Cl)[N:35]=2)=[CH:25][CH:24]=1>>[F:39][C:22]([F:21])([F:38])[C:23]1[CH:28]=[CH:27][C:26](/[CH:29]=[CH:30]/[C:31]2[O:32][CH:33]=[C:34]([CH2:36][O:20][C:17]3[CH:16]=[CH:15][C:14]([CH2:13][CH2:12][CH2:11][N:7]4[CH:8]=[CH:9][N:10]=[C:6]4[CH2:5][CH2:4][OH:3])=[CH:19][CH:18]=3)[N:35]=2)=[CH:25][CH:24]=1 |f:0.1|. Reported procedure: Using 65% sodium hydride (40.6 mg), 4-[3-[2-(hydroxyethyl)-1H-imidazol-1-yl]propyl]phenol (246 mg) and [2-[(E)-2-(4-trifluoromethylphenyl)ethenyl]oxazol-4-yl]methyl chloride (316 mg), the same reaction as Example 17 was carried out to yield the titled compound (330 mg) as colorless needles. Starting materials: CCBr, CC1(C)CC(O)c2cc(-c3ccc(Cl)cc3)c(-c3ccc(Cl)cc3Cl)nc2O1, [H-], [Na+], CN(C)C=O. The product is CCOC1CC(C)(C)Oc2nc(-c3ccc(Cl)cc3Cl)c(-c3ccc(Cl)cc3)cc21. Reaction SMILES: [Br:29][CH2:30][CH3:31].[Cl:1][c:2]1[cH:3][cH:4][c:5](-[c:8]2[cH:9][c:10]3[c:11]([n:12][c:13]2-[c:14]2[c:15]([Cl:21])[cH:16][c:17]([Cl:20])[cH:18][cH:19]2)[O:22][C:23]([CH3:27])([CH3:28])[CH2:24][CH:25]3[OH:26])[cH:6][cH:7]1.[H-:33].[Na+:32].[O:34]=[CH:35][N:36]([CH3:37])[CH3:38]>>[Cl:1][c:2]1[cH:3][cH:4][c:5](-[c:8]2[cH:9][c:10]3[c:11]([n:12][c:13]2-[c:14]2[c:15]([Cl:21])[cH:16][c:17]([Cl:20])[cH:18][cH:19]2)[O:22][C:23]([CH3:27])([CH3:28])[CH2:24][CH:25]3[O:26][CH2:30][CH3:31])[cH:6][cH:7]1. Procedure: To a round bottom flask was added tert-butyl {1-[4-(phenylacetyl)phenyl]cyclobutyl}carbamate (1-3) (2.7 g, 6.1 mmol), tert-butyl (6-chloro-2-formylpyridin-3-yl)carbamate (1-4) (1.6 g, 6.1 mmol), potassium carbonate (5.0 g, 6.0 mmol), and DMF (20 mL). The reaction mixture was heated to 80° C. while stirring in a hot oil bath under an atmosphere of nitrogen for 15 hours. Then the reaction mixture was warmed to 120° C. for 1 hour. The reaction mixture was permitted to cool to room temperature, adde... Reaction SMILES: [C:1]1([CH2:7][C:8]([C:10]2[CH:15]=[CH:14][C:13]([C:16]3([NH:20][C:21](=[O:27])[O:22][C:23]([CH3:26])([CH3:25])[CH3:24])[CH2:19][CH2:18][CH2:17]3)=[CH:12][CH:11]=2)=O)[CH:6]=CC=CC=1.[Cl:28][C:29]1[N:34]=[C:33]([CH:35]=O)[C:32]([NH:37]C(=O)OC(C)(C)C)=[CH:31][CH:30]=1.C(=O)([O-])[O-].[K+].[K+].CN(C=O)C>C(OCC)(=O)C.O>[Cl:28][C:29]1[N:34]=[C:33]2[C:32](=[CH:31][CH:30]=1)[N:37]=[C:8]([C:10]1[CH:15]=[CH:14][C:13]([C:16]3([NH:20][C:21](=[O:27])[O:22][C:23]([CH3:26])([CH3:24])[CH3:25])[CH2:19][CH2:18][CH2:17]3)=[CH:12][CH:11]=1)[C:7]([C:1]1[CH:8]=[CH:7][CH:1]=[CH:6][CH:6]=1)=[CH:35]2 |f:2.3.4|. Reactants: C1(=CC=CC=C1)CC(=O)C1=CC=C(C=C1)C1(CCC1)NC(OC(C)(C)C)=O (tert-butyl {1-[4-(phenylacetyl)phenyl]cyclobutyl}carbamate), ClC1=CC=C(C(=N1)C=O)NC(OC(C)(C)C)=O (tert-butyl (6-chloro-2-formylpyridin-3-yl)carbamate), C([O-])([O-])=O.[K+].[K+] (potassium carbonate), CN(C)C=O (DMF). Run in C(C)(=O)OCC (ethyl acetate), O (water). Yields the product ClC=1N=C2C=C(C(=NC2=CC1)C1=CC=C(C=C1)C1(CCC1)NC(OC(C)(C)C)=O)C1=CC=CC=C1 (tert-butyl {1-[4-(6-chloro-3-phenyl-1,5-naphthyridin-2-yl)phenyl]cyclobutyl}carbamate). Conditions: temperature 80 celsius, time 15 hour. As a reaction SMILES: [CH2:1]([O:8][C:9]1[CH:10]=[CH:11][C:12]([N:15]2[CH2:20][CH2:19][NH:18][CH2:17][CH2:16]2)=[N:13][CH:14]=1)[C:2]1[CH:7]=[CH:6][CH:5]=[CH:4][CH:3]=1.Cl[CH2:22][C:23]1[NH:27][C:26]2[CH:28]=[CH:29][CH:30]=[CH:31][C:25]=2[N:24]=1.C(#N)C.[NH4+].[OH-]>CN(C=O)C.C(N(CC)CC)C.CO.C(Cl)Cl>[CH2:1]([O:8][C:9]1[CH:10]=[CH:11][C:12]([N:15]2[CH2:20][CH2:19][N:18]([CH2:22][C:23]3[NH:27][C:26]4[CH:28]=[CH:29][CH:30]=[CH:31][C:25]=4[N:24]=3)[CH2:17][CH2:16]2)=[N:13][CH:14]=1)[C:2]1[CH:3]=[CH:4][CH:5]=[CH:6][CH:7]=1 |f:3.4|. The reactants are C(C1=CC=CC=C1)OC=1C=CC(=NC1)N1CCNCC1 (1-[5-(benzyloxy)pyridin-2-yl]piperazine), [NH4+].[OH-] (NH4OH), ClCC1=NC2=C(N1)C=CC=C2 (2-chloromethyl-1H-benzoimidazole), C(C)#N (acetonitrile). Procedure details: The product from Example 29C and 2-chloromethyl-1H-benzoimidazole (0.88 mg) were combined and dissolved in DMF (7 mL)/triethylamine (1.5 mL). After stirring at 23° C. for 2 hours, the mixture was treated with acetonitrile (20 mL) and then allowed to stir for 24 hours. The reaction mixture was partitioned between CH2Cl2 (100 mL)/n-butanol (5 mL) and water (800 mL)/NH4OH (5 mL). The organic phase was separated, dried over Na2SO4, filtered, and the filtrate concentrated under reduced pressure. The ... Conditions: temperature 23 celsius, time 2 hour. The solvent is C(Cl)Cl (CH2Cl2), CO (methanol), CN(C)C=O (DMF), C(C)N(CC)CC (triethylamine). Yields the product C(C1=CC=CC=C1)OC=1C=CC(=NC1)N1CCN(CC1)CC1=NC2=C(N1)C=CC=C2 (2-({4-[5-(benzyloxy)pyridin-2-yl]piperazin-1-yl}methyl)-1H-benzimidazole).